This data is from the Open Reaction Database (ORD), a public repository of structured organic reaction records. The task is: describe an organic reaction: reactants, conditions, products, and yield Reactants: OC(CC(=O)O)C (β-hydroxybutanoic acid), O[C@@H](CC(=O)O)CCCCCC ((R)-β-hydroxynonanoic acid). Product: O[C@@H]1C(=O)O[C@@H](CC1)C ((2S,5R)-2-hydroxy-5-methyl-δ-valerolactone). RXN SMILES: [OH:1]C(C)CC(O)=O.O[C@H:9]([CH2:14][CH2:15][CH2:16]CCC)[CH2:10][C:11]([OH:13])=[O:12]>>[OH:1][C@H:10]1[CH2:9][CH2:14][C@@H:15]([CH3:16])[O:12][C:11]1=[O:13]. Procedure details: When the above procedures were repeated in the same manner except that β-hydroxybutanoic acid synthesized in Referential Example 2 was used instead of (R)-β-hydroxynonanoic acid, (2S,5R)-2-hydroxy-5-methyl-δ-valerolactone was obtained. Yields the product N=1NN=C(C1)C=1C=C(C2=C(C=CO2)C1)C=O (5-(2H-[1,2,3]triazol-4-yl)-benzofuran-7-carbaldehyde). Solvent: Cl (hydrochloric acid), O1CCCC1 (tetrahydrofuran). Starting materials: O1C(OCCC1)C1=CC(=CC=2C=COC21)C2=NNN=C2 (4-(7-[1,3]dioxan-2-yl-benzofuran-5-yl)-2H-[1,2,3]triazole), [OH-].[Na+] (sodium hydroxide). Reported procedure: A solution of 4-(7-[1,3]dioxan-2-yl-benzofuran-5-yl)-2H-[1,2,3]triazole (80 mg) in hydrochloric acid (2M; 10 ml) and tetrahydrofuran was heated at reflux for 0.5 h. The cooled reaction mixture was treated with sodium hydroxide (25 ml; 2M) and extracted with ethyl acetate (3×50 ml). The combined organic extracts were dried, and evaporated in vacuo to give the title compound as a yellow/orange solid (60 mg). The yield is 95.4%. RXN SMILES: [O:1]1CCCO[CH:2]1[C:7]1[C:15]2[O:14][CH:13]=[CH:12][C:11]=2[CH:10]=[C:9]([C:16]2[CH:20]=[N:19][NH:18][N:17]=2)[CH:8]=1.[OH-].[Na+]>Cl.O1CCCC1>[N:19]1[NH:18][N:17]=[C:16]([C:9]2[CH:8]=[C:7]([CH:2]=[O:1])[C:15]3[O:14][CH:13]=[CH:12][C:11]=3[CH:10]=2)[CH:20]=1 |f:1.2|.